Dataset: the Open Reaction Database (ORD), a public repository of structured organic reaction records. Task: describe an organic reaction: reactants, conditions, products, and yield Starting materials: OCC1CCC2N(CCNC2)C1 (racemic (7RS,9aSR)-7-hydroxymethyl-2,3,4,6,7,8,9,9a-octahydro-1H-pyrido[1,2-a]pyrazine), C(CCC)[Li] (n-butyl lithium), Cl (HCl), COC1=NC(=CC=C1)OC (2,6-dimethoxypyridine). The solvent is C1CCOC1 (THF). Conditions: time 1 hour. Yields the product OCC1CCC2N(CCN(C2)C2=NC(=CC=C2)OC)C1 ((7RS,9aSR)-7-hydroxymethyl-2-(6-methoxypyridin-2-yl)-2,3,4,6,7,8,9,9a-octahydro-1H-pyrido[1,2-a]pyrazine). Isolated yield 37.8%. As a reaction SMILES: [OH:1][CH2:2][CH:3]1[CH2:12][N:7]2[CH2:8][CH2:9][NH:10][CH2:11][CH:6]2[CH2:5][CH2:4]1.C([Li])CCC.[CH3:18][O:19][C:20]1[CH:25]=[CH:24][CH:23]=[C:22](OC)[N:21]=1.Cl>C1COCC1>[OH:1][CH2:2][CH:3]1[CH2:12][N:7]2[CH2:8][CH2:9][N:10]([C:22]3[CH:23]=[CH:24][CH:25]=[C:20]([O:19][CH3:18])[N:21]=3)[CH2:11][CH:6]2[CH2:5][CH2:4]1. Procedure: According to the procedure reported by Wynberg (J. Org. Chem. 1993, 58, 5101), a solution 0.50 g (2.9 mmol) of racemic (7RS,9aSR)-7-hydroxymethyl-2,3,4,6,7,8,9,9a-octahydro-1H-pyrido[1,2-a]pyrazine in 10 mL of dry THF at 0° C. was treated with 2.59 mL (6.5 mmol) of n-butyl lithium (2.5 M in hexane). The mixture was kept at 0° C. for 30 min and at room temperature for 1 h, and 0.39 mL (2.94 mmol) of 2,6-dimethoxypyridine was added and the solution refluxed for 16 h. After cooling to room temperat... Starting materials: NC1=NC(=C(C(=N1)C=1OC=CC1)C#N)SC (2-amino-4-(2-furyl)-6-(methylthio)-pyrimidine-5-carbonitrile), [OH-].[Na+] (sodium hydroxide). The solvent is O1CCOCC1 (dioxane). Reaction conditions: time 30 minute. Product: NC=1NC(C(=C(N1)C=1OC=CC1)C#N)=O (2-amino-4-furan-2-yl-6-oxo-1,6-dihydro-pyrimidine-5-carbonitrile). Yield: 90.2%. RXN SMILES: [NH2:1][C:2]1[N:7]=[C:6]([C:8]2[O:9][CH:10]=[CH:11][CH:12]=2)[C:5]([C:13]#[N:14])=[C:4](SC)[N:3]=1.[OH-:17].[Na+]>O1CCOCC1>[NH2:1][C:2]1[NH:3][C:4](=[O:17])[C:5]([C:13]#[N:14])=[C:6]([C:8]2[O:9][CH:10]=[CH:11][CH:12]=2)[N:7]=1 |f:1.2|. Procedure: To a stirred solution of 4.2 g (18.1 mmol) 2-amino-4-(2-furyl)-6-(methylthio)-pyrimidine-5-carbonitrile in 50 ml dioxane was added 50 ml (100 mmol) 2M sodium hydroxide solution and the mixture heated at reflux for 16 h. The reaction mixture was then concentrated in vacuo and the residue resuspended in 300 ml ethyl acetate and the mixture stirred for 30 minutes. The resulting crystals were collected by filtration and dried in vacuo. They were then dissolved in 150 ml water and the mixture neutral... Reactants: C1(=CC=CC=C1)P(C1=CC=CC=C1)C1=CC=CC=C1 (triphenylphosphine), N(=NC(=O)OCC)C(=O)OCC (diethyl azodicarboxylate), FC1=NC(=CN=C1CCCCCCCC)C1=CC=C(C=C1)O (2-fluoro-3-octyl-6-(4-hydroxyphenyl)pyrazine), C(CCCC)[C@H]1[C@@H](O1)CO ((2S,3S)-3-pentyloxiran-2-ylmethanol). The solvent is C(Cl)(Cl)Cl (CHCl3). Product: FC1=NC(=CN=C1CCCCCCCC)C1=CC=C(C=C1)OC[C@@H]1O[C@H]1CCCCC ([(2S,3S)-3-pentyloxiran-2-yl]methyl 4-(2-fluoro-3-octylpyrazin-6-yl)phenyl ether). Isolated yield 40.0%. Reaction SMILES: C1(P(C2C=CC=CC=2)C2C=CC=CC=2)C=CC=CC=1.N(C(OCC)=O)=NC(OCC)=O.[F:32][C:33]1[C:38]([CH2:39][CH2:40][CH2:41][CH2:42][CH2:43][CH2:44][CH2:45][CH3:46])=[N:37][CH:36]=[C:35]([C:47]2[CH:52]=[CH:51][C:50]([OH:53])=[CH:49][CH:48]=2)[N:34]=1.[CH2:54]([C@@H:59]1[O:61][C@H:60]1[CH2:62]O)[CH2:55][CH2:56][CH2:57][CH3:58]>C(Cl)(Cl)Cl>[F:32][C:33]1[C:38]([CH2:39][CH2:40][CH2:41][CH2:42][CH2:43][CH2:44][CH2:45][CH3:46])=[N:37][CH:36]=[C:35]([C:47]2[CH:48]=[CH:49][C:50]([O:53][CH2:62][C@H:60]3[C@H:59]([CH2:54][CH2:55][CH2:56][CH2:57][CH3:58])[O:61]3)=[CH:51][CH:52]=2)[N:34]=1. Procedure details: In an analogous reaction to Example 5a, 3.04 g (11.60 mmol) of triphenylphosphine, 1.82 ml (11.60 mmol) of diethyl azodicarboxylate, 2.00 g (7.00 mmol) of 2-fluoro-3-octyl-6-(4-hydroxyphenyl)pyrazine and 1.67 g (11.60 mmol) of (2S,3S)-3-pentyloxiran-2-ylmethanol give 1.20 g of [(2S,3S)-3-pentyloxiran-2-yl]methyl 4-(2-fluoro-3-octylpyrazin-6-yl)phenyl ether of [α]D20 (c = 0,995 in CHCl3)=-16.58. ##STR28## The reactants are OC(CC(C(=O)O)=NO)(C(=O)O)CC1=CNC2=CC=CC=C12 (4-hydroxy-4-(3-indolylmethyl)-2-hydroxyiminoglutaric acid), Cl (hydrochloric acid), O.N (Ammonia water). Run in C(C)O (ethanol). Reaction conditions: time 3 day. Product: [NH4+].[NH4+].OC(CC(C(=O)[O-])=NO)(C(=O)[O-])CC1=CNC2=CC=CC=C12 (4-hydroxy-4-(3-indolylmethyl)-2-hydroxyiminoglutaric acid diammonium salt). The yield is 23.0%. RXN SMILES: [OH:1][C:2]([CH2:13][C:14]1[C:22]2[C:17](=[CH:18][CH:19]=[CH:20][CH:21]=2)[NH:16][CH:15]=1)([C:10]([OH:12])=[O:11])[CH2:3][C:4](=[N:8][OH:9])[C:5]([OH:7])=[O:6].Cl.O.[NH3:25]>C(O)C>[NH4+:8].[NH4+:25].[OH:1][C:2]([CH2:13][C:14]1[C:22]2[C:17](=[CH:18][CH:19]=[CH:20][CH:21]=2)[NH:16][CH:15]=1)([C:10]([O-:12])=[O:11])[CH2:3][C:4](=[N:8][OH:9])[C:5]([O-:7])=[O:6] |f:2.3,5.6.7|. Procedure: The above experiment in Example 2 was carried out on a 24-fold scale to prepare an aldol reaction mixture containing 4-hydroxy-4-(3-indolylmethyl)-2-hydroxyiminoglutaric acid. The resulting aldol reaction mixture was adjusted to pH 1.2 by addition of 12N hydrochloric acid and extracted twice with ethyl acetate (100 ml×2). The organic layer was washed with saturated brine, dried with anhydrous magnesium sulfate, filtered to remove the magnesium sulfate, and concentrated with an evaporator to yiel... Starting materials: CS(=O)(=O)Oc1ccc(CCOc2ccc(C=C3SC(=O)NC3=O)cc2)c(OS(C)(=O)=O)c1, CC(=O)O, CCOC(C)=O. Yields the product CS(=O)(=O)Oc1ccc(CCOc2ccc(CC3SC(=O)NC3=O)cc2)c(OS(C)(=O)=O)c1. As a reaction SMILES: [CH3:1][S:2](=[O:3])(=[O:4])[O:5][c:6]1[c:7]([CH2:17][CH2:18][O:19][c:20]2[cH:21][cH:22][c:23]([CH:24]=[C:25]3[C:26](=[O:31])[NH:27][C:28](=[O:30])[S:29]3)[cH:32][cH:33]2)[cH:8][cH:9][c:10]([O:12][S:13](=[O:14])(=[O:15])[CH3:16])[cH:11]1.[CH3:34][C:35](=[O:36])[OH:37].[CH3:38][CH2:39][O:40][C:41](=[O:42])[CH3:43]>>[CH3:1][S:2](=[O:3])(=[O:4])[O:5][c:6]1[c:7]([CH2:17][CH2:18][O:19][c:20]2[cH:21][cH:22][c:23]([CH2:24][CH:25]3[C:26](=[O:31])[NH:27][C:28](=[O:30])[S:29]3)[cH:32][cH:33]2)[cH:8][cH:9][c:10]([O:12][S:13](=[O:14])(=[O:15])[CH3:16])[cH:11]1. Starting materials: N1C=NC(=C1)C1=NC=CC(=C1)C(=O)N (2-(1H-imidazol-4-yl)pyridine-4-carboxamide), BrCC1=C(C=CC=C1)Cl (1-bromomethyl-2-chlorobenzene), C(=O)([O-])[O-].[K+].[K+] (K2CO3). The solvent is CN(C)C=O (DMF). Run at time 8 hour. Product: ClC1=C(C=CC=C1)CN1C=NC(=C1)C1=NC=CC(=C1)C(=O)N (2-[1-[(2-chlorophenyl)methyl]imidazol-4-yl]pyridine-4-carboxamide). The yield is 42.0%. RXN SMILES: [NH:1]1[CH:5]=[C:4]([C:6]2[CH:11]=[C:10]([C:12]([NH2:14])=[O:13])[CH:9]=[CH:8][N:7]=2)[N:3]=[CH:2]1.Br[CH2:16][C:17]1[CH:22]=[CH:21][CH:20]=[CH:19][C:18]=1[Cl:23].C([O-])([O-])=O.[K+].[K+]>CN(C=O)C>[Cl:23][C:18]1[CH:19]=[CH:20][CH:21]=[CH:22][C:17]=1[CH2:16][N:1]1[CH:5]=[C:4]([C:6]2[CH:11]=[C:10]([C:12]([NH2:14])=[O:13])[CH:9]=[CH:8][N:7]=2)[N:3]=[CH:2]1 |f:2.3.4|. Reported procedure: A mixture of 2-(1H-imidazol-4-yl)pyridine-4-carboxamide (PREPARATION 7)), 1-bromomethyl-2-chlorobenzene (260 mg, 1.28 mmol) and K2CO3 (176 mg, 1.28 mmol) in DMF (8 mL) was stirred overnight at rt, LC/MS showed the reaction was completed, purified by FCC to give the title compound (83 mg, 42%) as a yellow solid. [M+H] Calc'd for C16H13ClN4O, 313. Found, 313.